From a dataset of the Open Reaction Database (ORD), a public repository of structured organic reaction records. describe an organic reaction: reactants, conditions, products, and yield The solvent is C(C)(=O)O (acetic acid). Reported procedure: 15 g of (1) was added to a mixture of 150 ml acetic acid and 150 ml of acetic anhydride at 0°. 3.5 ml of 100% HNO3 was slowly added, and after 1 hour another 3.5 ml of 100% HNO3 was added. Stirring was continued for 1 hour at 0° C. The mixture was then added to ice, left in the cold overnight, and filtered to give 10 g of (65), which was used without further purification. The reactants are ClC=1NC2=CC=CC=C2C1C=O (2-Chloroindole-3-carbaldehyde), C(C)(=O)OC(C)=O (acetic anhydride), [N+](=O)(O)[O-] (HNO3), [N+](=O)(O)[O-] (HNO3). Conditions: time 1 hour. The product is ClC=1NC2=CC=C(C=C2C1C=O)[N+](=O)[O-] (2-Chloro-5-nitroindole-3-carbaldehyde). As a reaction SMILES: [Cl:1][C:2]1[NH:3][C:4]2[C:9]([C:10]=1[CH:11]=[O:12])=[CH:8][CH:7]=[CH:6][CH:5]=2.C(OC(=O)C)(=O)C.[N+:20]([O-])([OH:22])=[O:21]>C(O)(=O)C>[Cl:1][C:2]1[NH:3][C:4]2[C:9]([C:10]=1[CH:11]=[O:12])=[CH:8][C:7]([N+:20]([O-:22])=[O:21])=[CH:6][CH:5]=2. Starting materials: FC1=CC=C(C=C1)CC1=CN=C2C(=C(C(N(C2=C1)CC(N1CCCC1)=O)=O)C(=O)OCC)O (ethyl 7-[(4-fluorophenyl)methyl]-4-hydroxy-2-oxo-1-[2-oxo-2-(1-pyrrolidinyl)ethyl]-1,2-dihydro-1,5-naphthyridine-3-carboxylate), NCC(C)O ((±)-1-amino-2-propanol). Yields the product FC1=CC=C(C=C1)CC1=CN=C2C(=C(C(N(C2=C1)CC(N1CCCC1)=O)=O)C(=O)NCC(C)O)O (7-[(4-Fluorophenyl)methyl]-4-hydroxy-N-(2-hydroxypropyl)-2oxo-1-[2-oxo-2-(1-pyrrolidinyl)ethyl]-1,2-dihydro-1,5-naphthyridine-3-carboxamide). Reaction SMILES: [F:1][C:2]1[CH:7]=[CH:6][C:5]([CH2:8][C:9]2[CH:18]=[C:17]3[C:12]([C:13]([OH:33])=[C:14]([C:28](OCC)=[O:29])[C:15](=[O:27])[N:16]3[CH2:19][C:20](=[O:26])[N:21]3[CH2:25][CH2:24][CH2:23][CH2:22]3)=[N:11][CH:10]=2)=[CH:4][CH:3]=1.[NH2:34][CH2:35][CH:36]([OH:38])[CH3:37]>>[F:1][C:2]1[CH:3]=[CH:4][C:5]([CH2:8][C:9]2[CH:18]=[C:17]3[C:12]([C:13]([OH:33])=[C:14]([C:28]([NH:34][CH2:35][CH:36]([OH:38])[CH3:37])=[O:29])[C:15](=[O:27])[N:16]3[CH2:19][C:20](=[O:26])[N:21]3[CH2:25][CH2:24][CH2:23][CH2:22]3)=[N:11][CH:10]=2)=[CH:6][CH:7]=1. Procedure details: This compound was prepared from ethyl 7-[(4-fluorophenyl)methyl]-4-hydroxy-2-oxo-1-[2-oxo-2-(1-pyrrolidinyl)ethyl]-1,2-dihydro-1,5-naphthyridine-3-carboxylate and (±)-1-amino-2-propanol employing methods similar to those those described in Example 9 and was purified by reverse phase preparative HPLC (C-18 stationary phase; 10-100% CH3CN/water/0.1% formic acid mobile phase). The product was obtained as a white solid: 1H NMR (CDCl3) δ 14.5 (1H, br), 10.32 (1H, m), 8.54 (1H, s), 7.15 (2H, dd, J=8.5... Reactants: C(C(=O)Cl)(=O)Cl (oxalyl chloride), NC=1C=NC=CC1 (3-aminopyridine), FC(C=1C=C(C=CC1)C#CC1=C(N=C2N1C=CC=C2)CSCC(=O)O)(F)F (2-((3-((3-(trifluoromethyl)phenyl)ethynyl)imidazo[1,2-a]-pyridin-2-yl)methylthio)acetic acid), C([O-])([O-])=O.[Na+].[Na+] (sodium carbonate). Procedure: 141 mg (0.358 mmol) of 2-((3-((3-(trifluoromethyl)phenyl)ethynyl)imidazo[1,2-a]-pyridin-2-yl)methylthio)acetic acid were dissolved in 5 ml of dichloromethane followed by the addition of 0.094 ml (1.073 mmol) of oxalyl chloride and a drop of DMF. The solvent was stirred at r.t. for 2 h and then the solvent was evaporated in vacuo. The obtained residue was taken up in 5 ml of tetrahydrofurane, 99 mg (0.715 mmol) of sodium carbonate were added followed by the addition of 40.4 mg (0.429 mmol) of 3-a... RXN SMILES: [F:1][C:2]([F:27])([F:26])[C:3]1[CH:4]=[C:5]([C:9]#[C:10][C:11]2[N:15]3[CH:16]=[CH:17][CH:18]=[CH:19][C:14]3=[N:13][C:12]=2[CH2:20][S:21][CH2:22][C:23](O)=[O:24])[CH:6]=[CH:7][CH:8]=1.C(Cl)(=O)C(Cl)=O.C(=O)([O-])[O-].[Na+].[Na+].[NH2:40][C:41]1[CH:42]=[N:43][CH:44]=[CH:45][CH:46]=1>ClCCl.O.CN(C=O)C>[N:43]1[CH:44]=[CH:45][CH:46]=[C:41]([NH:40][C:23](=[O:24])[CH2:22][S:21][CH2:20][C:12]2[N:13]=[C:14]3[CH:19]=[CH:18][CH:17]=[CH:16][N:15]3[C:11]=2[C:10]#[C:9][C:5]2[CH:6]=[CH:7][CH:8]=[C:3]([C:2]([F:26])([F:1])[F:27])[CH:4]=2)[CH:42]=1 |f:2.3.4|. Yields the product N1=CC(=CC=C1)NC(CSCC=1N=C2N(C=CC=C2)C1C#CC1=CC(=CC=C1)C(F)(F)F)=O (N-(pyridin-3-yl)-2-((3-((3-(trifluoromethyl)-phenyl)-ethynyl)imidazo[1,2-a]pyridin-2-yl)methylthio) acetamide). Yield: 53.3%. Reaction conditions: time 2 hour. Run in CN(C)C=O (DMF), ClCCl (dichloromethane), O (water). RXN SMILES: [CH3:50][C:51]#[N:52].[CH:25]1([N:26]=[C:27]=[N:28][CH:29]2[CH2:30][CH2:31][CH2:32][CH2:33][CH2:34]2)[CH2:35][CH2:36][CH2:37][CH2:38][CH2:39]1.[Cl:1][c:2]1[c:3]([CH3:24])[c:4]([NH:10][S:11](=[O:12])(=[O:13])[N:14]2[C:15]([C:20](=[O:21])[OH:22])([CH3:23])[CH:16]([OH:19])[CH2:17][CH2:18]2)[cH:5][cH:6][c:7]1[C:8]#[N:9].[N+:40]([c:41]1[cH:42][cH:43][c:44]([OH:45])[cH:46][cH:47]1)([O-:48])=[O:49]>>[Cl:1][c:2]1[c:3]([CH3:24])[c:4]([N:10]2[S:11](=[O:12])(=[O:13])[N:14]3[C:15]([CH3:23])([CH:16]([OH:19])[CH2:17][CH2:18]3)[C:20]2=[O:21])[cH:5][cH:6][c:7]1[C:8]#[N:9]. Reactants: CC#N, C(=NC1CCCCC1)=NC1CCCCC1, Cc1c(NS(=O)(=O)N2CCC(O)C2(C)C(=O)O)ccc(C#N)c1Cl, O=[N+]([O-])c1ccc(O)cc1. Yields the product Cc1c(N2C(=O)C3(C)C(O)CCN3S2(=O)=O)ccc(C#N)c1Cl. Starting materials: C1CCOC1, CC(=O)OC(C)=O, CCN(C(C)C)C(C)C, O=S(=O)(Cc1ccccc1)N1CCC(c2nc(-c3ccc4c(c3)OCO4)c(-c3ccccn3)[nH]2)CC1. Yields the product CC(=O)N1CCC(c2nc(-c3ccc4c(c3)OCO4)c(-c3ccccn3)[nH]2)CC1. Reaction SMILES: [CH2:53]1[O:54][CH2:55][CH2:56][CH2:57]1.[CH3:1][C:2](=[O:3])[O:4][C:5](=[O:6])[CH3:7].[CH:44]([N:45]([CH:46]([CH3:47])[CH3:48])[CH2:49][CH3:50])([CH3:51])[CH3:52].[O:8]1[CH2:9][O:10][c:11]2[c:12]1[cH:13][cH:14][c:15](-[c:17]1[c:18](-[c:38]3[n:39][cH:40][cH:41][cH:42][cH:43]3)[nH:19][c:20]([CH:22]3[CH2:23][CH2:24][N:25]([S:28]([CH2:29][c:30]4[cH:31][cH:32][cH:33][cH:34][cH:35]4)(=[O:36])=[O:37])[CH2:26][CH2:27]3)[n:21]1)[cH:16]2>>[CH3:1][C:2](=[O:3])[N:25]1[CH2:24][CH2:23][CH:22]([c:20]2[nH:19][c:18](-[c:38]3[n:39][cH:40][cH:41][cH:42][cH:43]3)[c:17](-[c:15]3[cH:14][cH:13][c:12]4[c:11]([cH:16]3)[O:10][CH2:9][O:8]4)[n:21]2)[CH2:27][CH2:26]1. Reactants: CC(=O)C (acetone), [H-].[K+] (potassium hydride), O (water), acetone enolate, C(C(C)C)(=O)Cl (isobutyryl chloride), CC(=O)C (acetone), C(C(C)C)(=O)Cl (isobutyryl chloride), [H-].[K+] (potassium hydride). Run in O1CCCC1 (tetrahydrofuran), O1CCCC1 (tetrahydrofuran). Conditions: temperature -10 celsius. Yields the product C(C(C)C)(=O)OC(=C)C (Isopropenyl isobutyrate), isopropenyl isobutyrate. Yield: 7.0%. As a reaction SMILES: [H-].[K+].[CH3:3][C:4]([CH3:6])=[O:5].[C:7](Cl)(=[O:11])[CH:8]([CH3:10])[CH3:9].O>O1CCCC1>[C:7]([O:5][C:4]([CH3:6])=[CH2:3])(=[O:11])[CH:8]([CH3:10])[CH3:9] |f:0.1|. Reported procedure: Isopropenyl isobutyrate was prepared by the potassium hydride catalyzed condensation of acetone with isobutyryl chloride as follows. A suspension of potassium hydride (100 g, 2.5 mol.) in 1.5 liters of dry tetrahydrofuran was prepared. The suspension was cooled to -10° C. and 200 ml acetone was slowly added maintaining the temperature of the reaction mixture between 0° and -10° C. The resulting solution of acetone enolate was added to a solution of 266 g (2.5 mol.) of isobutyryl chloride in 3 li... The reactants are C1(CC1)C=1C(=NC=C(C1)C1CC1)N1CCN(CC1)C(=O)C1=CC=C(C=C1)I ([4-(3,5-dicyclopropylpyridin-2-yl)piperazin-1-yl](4-iodophenyl)methanone), C([O-])([O-])=O.[K+].[K+] (potassium carbonate), [Cl-].[NH4+] (ammonium chloride), C(C)[C@H]1NC(OC1)=O ((R)-4-ethyloxazolidin-2-one), CNCCNC (N,N′-dimethylethylenediamine). Reagents/catalysts: [Cu]I (copper (I) iodide). Run in C(C)(=O)OCC (ethyl acetate), C1(=CC=CC=C1)C (toluene). Yields the product C1(CC1)C=1C(=NC=C(C1)C1CC1)N1CCN(CC1)C(=O)C1=CC=C(C=C1)N1C(OC[C@H]1CC)=O ((R)-3-{4-[4-(3,5-dicyclopropylpyridin-2-yl)piperazine-1-carbonyl]phenyl}-4-ethyloxazolidin-2-one). The yield is 81.9%. Reaction SMILES: [CH:1]1([C:4]2[C:5]([N:13]3[CH2:18][CH2:17][N:16]([C:19]([C:21]4[CH:26]=[CH:25][C:24](I)=[CH:23][CH:22]=4)=[O:20])[CH2:15][CH2:14]3)=[N:6][CH:7]=[C:8]([CH:10]3[CH2:12][CH2:11]3)[CH:9]=2)[CH2:3][CH2:2]1.[CH2:28]([C@@H:30]1[CH2:34][O:33][C:32](=[O:35])[NH:31]1)[CH3:29].C(=O)([O-])[O-].[K+].[K+].CNCCNC.[Cl-].[NH4+]>[Cu]I.C(OCC)(=O)C.C1(C)C=CC=CC=1>[CH:1]1([C:4]2[C:5]([N:13]3[CH2:18][CH2:17][N:16]([C:19]([C:21]4[CH:26]=[CH:25][C:24]([N:31]5[C@H:30]([CH2:28][CH3:29])[CH2:34][O:33][C:32]5=[O:35])=[CH:23][CH:22]=4)=[O:20])[CH2:15][CH2:14]3)=[N:6][CH:7]=[C:8]([CH:10]3[CH2:12][CH2:11]3)[CH:9]=2)[CH2:3][CH2:2]1 |f:2.3.4,6.7|. Procedure details: To a mixture of [4-(3,5-dicyclopropylpyridin-2-yl)piperazin-1-yl](4-iodophenyl)methanone (473 mg) described in Preparation Example 95, (R)-4-ethyloxazolidin-2-one (138 mg) described in Preparation Example 26, potassium carbonate (415 mg) and copper (I) iodide (38 mg) were added toluene (2 mL) and N,N′-dimethylethylenediamine (43 μL), and the mixture was heated under reflux for 3 hr. The reaction mixture was cooled, ethyl acetate and aqueous ammonium chloride solution were added and the mixture w... The reactants are O=C=NCCc1ccccc1, NCCCN1Cc2ccccc2CC1Cc1ccc(F)cc1. The product is O=C(NCCCN1Cc2ccccc2CC1Cc1ccc(F)cc1)NCCc1ccccc1. As a reaction SMILES: [CH2:23]([CH2:24][c:25]1[cH:26][cH:27][cH:28][cH:29][cH:30]1)[N:31]=[C:32]=[O:33].[F:1][c:2]1[cH:3][cH:4][c:5]([CH2:6][CH:7]2[N:8]([CH2:17][CH2:18][CH2:19][NH2:20])[CH2:9][c:10]3[cH:11][cH:12][cH:13][cH:14][c:15]3[CH2:16]2)[cH:21][cH:22]1>>[F:1][c:2]1[cH:3][cH:4][c:5]([CH2:6][CH:7]2[N:8]([CH2:17][CH2:18][CH2:19][NH:20][C:32]([NH:31][CH2:23][CH2:24][c:25]3[cH:26][cH:27][cH:28][cH:29][cH:30]3)=[O:33])[CH2:9][c:10]3[cH:11][cH:12][cH:13][cH:14][c:15]3[CH2:16]2)[cH:21][cH:22]1. The yield is 24.0%. Product: [N+](=O)([O-])C1=CC=C(C=C1)NC1=NC2=C(N1)C=CC=C2 (N-(4-nitrophenyl)-1H-benzimidazol-2-amine). RXN SMILES: Cl[C:2]1[NH:3][C:4]2[CH:10]=[CH:9][CH:8]=[CH:7][C:5]=2[N:6]=1.[N+:11]([C:14]1[CH:20]=[CH:19][C:17]([NH2:18])=[CH:16][CH:15]=1)([O-:13])=[O:12]>CN1C(=O)CCC1.C(OCC)(=O)C>[N+:11]([C:14]1[CH:20]=[CH:19][C:17]([NH:18][C:2]2[NH:3][C:4]3[CH:10]=[CH:9][CH:8]=[CH:7][C:5]=3[N:6]=2)=[CH:16][CH:15]=1)([O-:13])=[O:12]. The reactants are ClC=1NC2=C(N1)C=CC=C2 (2-chlorobenzimidazole), [N+](=O)([O-])C1=CC=C(N)C=C1 (4-nitroaniline). Solvent: CN1CCCC1=O (NMP), C(C)(=O)OCC (ethyl acetate). Conditions: temperature 120 celsius, time 3 day. Procedure: A mixture of 2-chlorobenzimidazole (10.0 g) and 4-nitroaniline (9.05 g) in NMP (130 mL) was stirred at 120° C. for 3 days. After this time, the reaction mixture was cooled to ambient temperature, diluted with ethyl acetate (750 mL) and washed with water (750 mL). The aqueous layer was extracted with ethyl acetate (750 mL) and the combined organic extracts were washed with water (3×750 mL) then brine (750 mL), dried over sodium sulfate, and filtered and the filtrate was concentrated under reduced...